This data is from the Open Reaction Database (ORD), a public repository of structured organic reaction records. The task is: describe an organic reaction: reactants, conditions, products, and yield Conditions: time 4.5 hour. Reactants: O1C(CCCC1)OC(CCCN(S(=O)(=O)C)CCCCCC(C(=O)OCC)C)CCCCC (ethyl 7-{N-[4-(2-tetrahydropyranyloxy)nonyl]methanesulfonamido}-2-methylheptanoate), C(C)O (ethanol), [OH-].[Na+] (sodium hydroxide). Procedure details: A soluton is prepared from ethyl 7-{N-[4-(2-tetrahydropyranyloxy)nonyl]methanesulfonamido}-2-methylheptanoate (4.9 g., 0.01 mole), ethanol (50 ml.), and 4 drops of hydrochloric acid (conc.), and kept at ambient temperature for 4.5 hours. Then to the reaction is added a solution of sodium hydroxide (0.72 g., 0.018 mole) in water (10 ml.) and the reaction is kept at ambient temperature for an additional 20 hours. Most of the ethanol is removed in vacuo and the residue dissolved in water (100 ml.).... The reagents and catalysts are Cl (hydrochloric acid). Product: OC(CCCN(S(=O)(=O)C)CCCCCC(C(=O)O)C)CCCCC (7-[N-(4-hydroxynonyl)methanesulfonamido]-2-methylheptanoic acid). Run in O (water). Reaction SMILES: O1CCCCC1[O:7][CH:8]([CH2:29][CH2:30][CH2:31][CH2:32][CH3:33])[CH2:9][CH2:10][CH2:11][N:12]([CH2:17][CH2:18][CH2:19][CH2:20][CH2:21][CH:22]([CH3:28])[C:23]([O:25]CC)=[O:24])[S:13]([CH3:16])(=[O:15])=[O:14].C(O)C.[OH-].[Na+]>Cl.O>[OH:7][CH:8]([CH2:29][CH2:30][CH2:31][CH2:32][CH3:33])[CH2:9][CH2:10][CH2:11][N:12]([CH2:17][CH2:18][CH2:19][CH2:20][CH2:21][CH:22]([CH3:28])[C:23]([OH:25])=[O:24])[S:13]([CH3:16])(=[O:14])=[O:15] |f:2.3|. Reactants: [BH4-], ClCCl, CO, [CH3], CC(Nc1ccc(F)c(F)c1F)C(=O)[O-], [Na+], O. Product: CC(CO)Nc1ccc(F)c(F)c1F. Reaction SMILES: [BH4-:1].[CH2:21]([Cl:22])[Cl:23].[CH3:19][OH:20].[CH3:3].[F:4][c:5]1[c:6]([NH:7][CH:8]([C:9](=[O:10])[O-:11])[CH3:12])[cH:13][cH:14][c:15]([F:18])[c:16]1[F:17].[Na+:2].[OH2:24]>>[F:4][c:5]1[c:6]([NH:7][CH:8]([CH2:9][OH:10])[CH3:12])[cH:13][cH:14][c:15]([F:18])[c:16]1[F:17]. Starting materials: C1CNCCN1, O=C(O)c1c2n(c3ccc(Cl)c(Cl)c3c1=O)CCS2, c1ccncc1. Product: O=C(O)c1c2n(c3ccc(Cl)c(N4CCNCC4)c3c1=O)CCS2. Reaction SMILES: [CH2:20]1[CH2:21][NH:22][CH2:23][CH2:24][NH:25]1.[Cl:1][c:2]1[c:3]2[c:4](=[O:19])[c:5]([C:16](=[O:17])[OH:18])[c:6]3[n:7]([c:8]2[cH:9][cH:10][c:11]1[Cl:12])[CH2:13][CH2:14][S:15]3.[cH:26]1[cH:27][cH:28][n:29][cH:30][cH:31]1>>[c:2]1([N:22]2[CH2:21][CH2:20][NH:25][CH2:24][CH2:23]2)[c:3]2[c:4](=[O:19])[c:5]([C:16](=[O:17])[OH:18])[c:6]3[n:7]([c:8]2[cH:9][cH:10][c:11]1[Cl:12])[CH2:13][CH2:14][S:15]3.